Dataset: the Open Reaction Database (ORD), a public repository of structured organic reaction records. Task: describe an organic reaction: reactants, conditions, products, and yield Starting materials: C=CCC(Oc1ccc(CCC(=O)O)c(C)c1)c1oc(-c2ccc(C(F)(F)F)cc2)nc1C, C1CCOC1. The product is CCCC(Oc1ccc(CCC(=O)O)c(C)c1)c1oc(-c2ccc(C(F)(F)F)cc2)nc1C. RXN SMILES: [CH3:1][c:2]1[c:3]([CH2:29][CH2:30][C:31](=[O:32])[OH:33])[cH:4][cH:5][c:6]([O:8][CH:9]([CH2:10][CH:11]=[CH2:12])[c:13]2[c:14]([CH3:28])[n:15][c:16](-[c:18]3[cH:19][cH:20][c:21]([C:24]([F:25])([F:26])[F:27])[cH:22][cH:23]3)[o:17]2)[cH:7]1.[O:34]1[CH2:35][CH2:36][CH2:37][CH2:38]1>>[CH3:1][c:2]1[c:3]([CH2:29][CH2:30][C:31](=[O:32])[OH:33])[cH:4][cH:5][c:6]([O:8][CH:9]([CH2:10][CH2:11][CH3:12])[c:13]2[c:14]([CH3:28])[n:15][c:16](-[c:18]3[cH:19][cH:20][c:21]([C:24]([F:25])([F:26])[F:27])[cH:22][cH:23]3)[o:17]2)[cH:7]1. The reactants are COC1=CC2=CC=CC=C2C=C1 (2-methoxynapthalene), C=CC (propylene), C=CC (Propylene). The reagents and catalysts are mordenite. Run at temperature 225 celsius, time 8 hour. Product: COC1=CC2=CC=C(C=C2C=C1)C(C)C (2-methoxy-6-isopropylnaphthalene). Reaction SMILES: [CH3:1][O:2][C:3]1[CH:12]=[CH:11][C:10]2[C:5](=[CH:6][CH:7]=[CH:8][CH:9]=2)[CH:4]=1.[CH2:13]=[CH:14][CH3:15]>>[CH3:1][O:2][C:3]1[CH:12]=[CH:11][C:10]2[C:5](=[CH:6][CH:7]=[C:8]([CH:14]([CH3:15])[CH3:13])[CH:9]=2)[CH:4]=1. Procedure: A 450 ml autoclave was charged with 158 g 2-methoxynapthalene and 3.2 g dealuminized mordenite catalyst. The autoclave was pressurized to 670 kPa with propylene then heated to 225° C. with agitation. Propylene was added as it was consumed to maintain pressure. In 8 hours, the conversion was 12% with 34% selectivity to 2-methoxy-6-isopropylnaphthalene (as confirmed by gas chromatography). Repetition of the reaction at 275° C. gave 19% conversion in 3 hours with 31% selectivity. The reactants are Cc1ccc(S(N)(=O)=O)cc1, CC(=O)Nc1nc2ccc(-c3ccnc(Cl)c3)cc2s1, [H-], [Na+], CC(=O)[O-], CC(=O)[O-], CN(C)C=O, [Pd+2]. Yields the product CC(=O)Nc1nc2ccc(-c3ccnc(NS(=O)(=O)c4ccc(C)cc4)c3)cc2s1. As a reaction SMILES: [CH3:1][c:2]1[cH:3][cH:4][c:5]([S:8]([NH2:9])(=[O:10])=[O:11])[cH:6][cH:7]1.[Cl:14][c:15]1[n:16][cH:17][cH:18][c:19](-[c:21]2[cH:22][c:23]3[c:24]([n:25][c:26]([NH:28][C:29]([CH3:30])=[O:31])[s:27]3)[cH:32][cH:33]2)[cH:20]1.[H-:12].[Na+:13].[O-:40][C:41]([CH3:42])=[O:43].[O-:44][C:45]([CH3:46])=[O:47].[O:34]=[CH:35][N:36]([CH3:37])[CH3:38].[Pd+2:39]>>[CH3:1][c:2]1[cH:3][cH:4][c:5]([S:8]([NH:9][c:15]2[n:16][cH:17][cH:18][c:19](-[c:21]3[cH:22][c:23]4[c:24]([n:25][c:26]([NH:28][C:29]([CH3:30])=[O:31])[s:27]4)[cH:32][cH:33]3)[cH:20]2)(=[O:10])=[O:11])[cH:6][cH:7]1. Run at time 20 hour. Yields the product C1(=CC=C(C=C1)C[C@H](\C=C(/C(=O)O)\C)NC(=O)OC(C)(C)C)C1=CC=CC=C1 ((Z)—(R)-5-Biphenyl-4-yl-4-tert-butoxycarbonylamino-2-methylpent-2-enoic acid), 5a. Starting materials: [OH-].[Li+] (lithium hydroxide), C(C)(C)(C)OC(=O)N1C(C(=C[C@H]1CC1=CC=C(C=C1)C1=CC=CC=C1)C)=O ((R)-5-Biphenyl-4-ylmethyl-3-methyl-2-oxo-2,5-dihydro-pyrrole-1-carboxylic acid tert-butyl ester), O1CCCC1 (tetrahydrofuran), P(O)(O)(O)=O (phosphoric acid). The solvent is C(C)(=O)OCC (ethyl acetate). Reported procedure: 2.7 g (R)-5-Biphenyl-4-ylmethyl-3-methyl-2-oxo-2,5-dihydro-pyrrole-1-carboxylic acid tert-butyl ester (4-a, R1=Boc) is added to tetrahydrofuran (20 ml). Aqueous lithium hydroxide solution (10 ml, 3 M) is added and the mixture is stirred for 20 h at ambient temperature. The mixture is acidified by addition of phosphoric acid and subsequently diluted by addition of ethyl acetate. The phases are separated and the organic phase is washed with water and then concentrated under reduced pressure. Isopr... Reaction SMILES: [C:1]([O:5][C:6]([N:8]1[C@H:12]([CH2:13][C:14]2[CH:19]=[CH:18][C:17]([C:20]3[CH:25]=[CH:24][CH:23]=[CH:22][CH:21]=3)=[CH:16][CH:15]=2)[CH:11]=[C:10]([CH3:26])[C:9]1=[O:27])=[O:7])([CH3:4])([CH3:3])[CH3:2].[O:28]1CCCC1.[OH-].[Li+].P(=O)(O)(O)O>C(OCC)(=O)C>[C:17]1([C:20]2[CH:21]=[CH:22][CH:23]=[CH:24][CH:25]=2)[CH:18]=[CH:19][C:14]([CH2:13][C@@H:12]([NH:8][C:6]([O:5][C:1]([CH3:4])([CH3:3])[CH3:2])=[O:7])/[CH:11]=[C:10](/[CH3:26])\[C:9]([OH:28])=[O:27])=[CH:15][CH:16]=1 |f:2.3|. Starting materials: CC(C)(O[Si](CC)(CC)CC)C1=NC=2N(C=C1)C(=CN2)C2=NC(=NC=C2)C2=CC(=CC=C2)[N+](=O)[O-] (7-(1-Methyl-1-triethylsilanyloxyethyl)-3-[2-(3-nitrophenyl)-pyrimidin-4-yl]imidazo[1,2-α]pyrimidine), crude mixture. The reagents and catalysts are Cl (HCl). Solvent: CCO (EtOH). Conditions: time 12 hour. The product is [N+](=O)([O-])C=1C=C(C=CC1)C1=NC=CC(=N1)C1=CN=C2N1C=CC(=N2)C(C)(C)O (2-{3-[2-(3-nitrophenyl)pyrimidin-4-yl]imidazo[1,2-α]pyrimidin-7-yl}propan-2-ol). Isolated yield 28.0%. As a reaction SMILES: [CH3:1][C:2]([C:12]1[CH:17]=[CH:16][N:15]2[C:18]([C:21]3[CH:26]=[CH:25][N:24]=[C:23]([C:27]4[CH:32]=[CH:31][CH:30]=[C:29]([N+:33]([O-:35])=[O:34])[CH:28]=4)[N:22]=3)=[CH:19][N:20]=[C:14]2[N:13]=1)([O:4][Si](CC)(CC)CC)[CH3:3]>CCO.Cl>[N+:33]([C:29]1[CH:28]=[C:27]([C:23]2[N:22]=[C:21]([C:18]3[N:15]4[CH:16]=[CH:17][C:12]([C:2]([OH:4])([CH3:1])[CH3:3])=[N:13][C:14]4=[N:20][CH:19]=3)[CH:26]=[CH:25][N:24]=2)[CH:32]=[CH:31][CH:30]=1)([O-:35])=[O:34]. Procedure: 7-(1-Methyl-1-triethylsilanyloxyethyl)-3-[2-(3-nitrophenyl)-pyrimidin-4-yl]imidazo[1,2-α]pyrimidine in EtOH (10 ml) was treated with conc. HCl (10 drops) and stirred at room temperature for 12 h. The crude mixture was poured onto an SCX cartridge (2 gram) and washed firstly with MeOH (20 ml) to remove the impurities and then 2N NH3 in MeOH (20 ml) to elute the desired compound. Removal of the solvent under reduced pressure afforded 2-{3-[2-(3-nitrophenyl)pyrimidin-4-yl]imidazo[1,2-α]pyrimidin-7-... Starting materials: C[C@]12CC[C@@H]3C=4C=CC(=CC4CC[C@H]3[C@@H]1CC[C@@H]2OP(=O)(O)O)OC(=O)N(CCCl)CCCl (estramustine phosphate), C[C@]12CC[C@H]3[C@H]([C@@H]1CCC2=O)CCC4=C3C=CC(=C4)OC(=O)N(CCCl)CCCl (EoM), C[C@]12CC[C@@H]3C=4C=CC(=CC4CC[C@H]3[C@@H]1CC[C@@H]2O)OC(=O)N(CCCl)CCCl (estramustine), C[C@]12CC[C@H]3[C@H]([C@@H]1CCC2=O)CCC4=C3C=CC(=C4)OC(=O)N(CCCl)CCCl (estromustine), C[C@]12CC[C@H]3[C@H]([C@@H]1CCC2=O)CCC4=C3C=CC(=C4)OC(=O)N(CCCl)CCCl (estromustine), C[C@]12CC[C@@H]3C=4C=CC(=CC4CC[C@H]3[C@@H]1CC[C@@H]2O)OC(=O)N(CCCl)CCCl (EM), C[C@]12CC[C@@H]3C=4C=CC(=CC4CC[C@H]3[C@@H]1CC[C@@H]2O)OC(=O)N(CCCl)CCCl (estramustine), C[C@]12CC[C@@H]3C=4C=CC(=CC4CC[C@H]3[C@@H]1CC[C@@H]2OP(=O)(O)O)OC(=O)N(CCCl)CCCl (estramustine phosphate), C[C@]12CC[C@@H]3C=4C=CC(=CC4CC[C@H]3[C@@H]1CCC2=O)O (estrone), C[C@]12CC[C@@H]3C=4C=CC(=CC4CC[C@H]3[C@@H]1CC[C@@H]2OP(=O)(O)O)OC(=O)N(CCCl)CCCl (estramustine phosphate), C[C@]12CC[C@@H]3C=4C=CC(=CC4CC[C@H]3[C@@H]1CC[C@@H]2OP(=O)(O)O)OC(=O)N(CCCl)CCCl (estramustine phosphate), C[C@]12CC[C@@H]3C=4C=CC(=CC4CC[C@H]3[C@@H]1CCC2=O)O (estrone), C[C@]12CC[C@@H]3C=4C=CC(=CC4CC[C@H]3[C@@H]1CC[C@@H]2OP(=O)(O)O)OC(=O)N(CCCl)CCCl (estramustine phosphate), C[C@]12CC[C@@H]3C=4C=CC(=CC4CC[C@H]3[C@@H]1CC[C@@H]2OP(=O)(O)O)OC(=O)N(CCCl)CCCl (estramustine phosphate), carbamic ester, C[C@]12CC[C@@H]3C=4C=CC(=CC4CC[C@H]3[C@@H]1CC[C@@H]2OP(=O)(O)O)OC(=O)N(CCCl)CCCl (estramustine phosphate), C[C@]12CC[C@H]3[C@H]([C@@H]1CCC2=O)CCC4=C3C=CC(=C4)OC(=O)N(CCCl)CCCl (estromustine). The product is C[C@]12CC[C@@H]3C=4C=CC(=CC4CC[C@H]3[C@@H]1CC[C@@H]2O)O (estradiol). The yield is 15.0%. Reaction SMILES: [CH3:1][C@@:2]12[C@@H:18]([O:19]P(O)(O)=O)[CH2:17][CH2:16][C@H:15]1[C@H:14]1[C@@H:5]([C:6]3[CH:7]=[CH:8][C:9]([O:24]C(N(CCCl)CCCl)=O)=[CH:10][C:11]=3[CH2:12][CH2:13]1)[CH2:4][CH2:3]2.C[C@@]12[C@@H](O)CC[C@H]1[C@H]1[C@@H](C3C=CC(OC(N(CCCl)CCCl)=O)=CC=3CC1)CC2.C[C@@]12C(=O)CC[C@H]1[C@@H]1CCC3C=C(OC(N(CCCl)CCCl)=O)C=CC=3[C@H]1CC2.C[C@@]12C(=O)CC[C@H]1[C@H]1[C@@H](C3C=CC(O)=CC=3CC1)CC2>>[CH3:1][C@@:2]12[C@@H:18]([OH:19])[CH2:17][CH2:16][C@H:15]1[C@H:14]1[C@@H:5]([C:6]3[CH:7]=[CH:8][C:9]([OH:24])=[CH:10][C:11]=3[CH2:12][CH2:13]1)[CH2:4][CH2:3]2. Reported procedure: The novel and non-obvious applications of the present invention can be recognized from a comparison of the pharmacokinetic data following oral administration estramustine phosphate with that following high-dose intravenous administration of estramustine phosphate. The pharmacokinetic and toxicity data regarding high-dose intravenous estramustine phosphate is not known to the art. Dephosphorylation of estramustine phosphate to estramustine (EM), followed by oxidation at the 17 position to estromu... The reactants are O=C([O-])[O-], CC(=O)Nc1ccc(NC(=O)Nc2ccc(B3OC(C)(C)C(C)(C)O3)cc2)cc1, Cc1ccccc1, CCO, Cc1ccc(-c2ccc3c(N4CCOCC4)nc(Cl)nc3c2)o1, [Cs+], [Cs+], O. The product is CC(=O)Nc1ccc(NC(=O)Nc2ccc(-c3nc(N4CCOCC4)c4ccc(-c5ccc(C)o5)cc4n3)cc2)cc1. RXN SMILES: [C:53](=[O:54])([O-:55])[O-:56].[CH3:24][C:25]1([CH3:26])[C:27]([CH3:28])([CH3:29])[O:30][B:31]([c:32]2[cH:33][cH:34][c:35]([NH:38][C:39]([NH:40][c:41]3[cH:42][cH:43][c:44]([NH:47][C:48]([CH3:49])=[O:50])[cH:45][cH:46]3)=[O:51])[cH:36][cH:37]2)[O:52]1.[CH3:59][c:60]1[cH:61][cH:62][cH:63][cH:64][cH:65]1.[CH3:67][CH2:68][OH:69].[Cl:1][c:2]1[n:3][c:4]2[cH:5][c:6](-[c:18]3[o:19][c:20]([CH3:23])[cH:21][cH:22]3)[cH:7][cH:8][c:9]2[c:10]([N:12]2[CH2:13][CH2:14][O:15][CH2:16][CH2:17]2)[n:11]1.[Cs+:57].[Cs+:58].[OH2:66]>>[c:2]1(-[c:32]2[cH:33][cH:34][c:35]([NH:38][C:39]([NH:40][c:41]3[cH:42][cH:43][c:44]([NH:47][C:48]([CH3:49])=[O:50])[cH:45][cH:46]3)=[O:51])[cH:36][cH:37]2)[n:3][c:4]2[cH:5][c:6](-[c:18]3[o:19][c:20]([CH3:23])[cH:21][cH:22]3)[cH:7][cH:8][c:9]2[c:10]([N:12]2[CH2:13][CH2:14][O:15][CH2:16][CH2:17]2)[n:11]1. Reaction SMILES: [C:2]([CH2:3][SH:4])(=[O:5])[NH2:6].[CH2:7]([CH3:8])[O:9][CH:10]([CH2:11][Br:12])[O:13][CH2:14][CH3:15].[CH3:16][CH2:17][OH:18].[Na:1]>>[C:2]([CH2:3][S:4][CH2:11][CH:10]([O:9][CH2:7][CH3:8])[O:13][CH2:14][CH3:15])(=[O:5])[NH2:6]. Starting materials: NC(=O)CS, CCOC(CBr)OCC, CCO, [Na]. The product is CCOC(CSCC(N)=O)OCC. The reactants are O (water), C(C)(C)(C)C=1C=C(C=CC1O)CC(C=1SC=CN1)N (2-(3-tert-butyl-4-hydroxylphenyl)-1-(thiazol-2-yl)ethylamine), N([C@@H](C(C)C)C(=O)O)(C)C(=O)OC(C)(C)C (Boc-N-Me-Val-OH), TEA. Solvent: C1CCOC1 (THF). Reaction conditions: time 8 hour. The product is C(C)(C)(C)C=1C=C(C=CC1O)CC(C=1SC=CN1)NC(C(C(C)C)N(C)C(=O)OC(C)(C)C)=O (2-(N-tert-butoxycarbonyl-N-methylamino)-3-methylbutyric acid 2-(3-tert-butyl-4-hydroxyphenyl)-1-(thiazol-2-yl)ethylamide). Isolated yield 99.4%. RXN SMILES: [C:1]([C:5]1[CH:6]=[C:7]([CH2:12][CH:13]([NH2:19])[C:14]2[S:15][CH:16]=[CH:17][N:18]=2)[CH:8]=[CH:9][C:10]=1[OH:11])([CH3:4])([CH3:3])[CH3:2].[N:20]([C:29]([O:31][C:32]([CH3:35])([CH3:34])[CH3:33])=[O:30])([CH3:28])[C@H:21]([C:25](O)=[O:26])[CH:22]([CH3:24])[CH3:23].O>C1COCC1>[C:1]([C:5]1[CH:6]=[C:7]([CH2:12][CH:13]([NH:19][C:25](=[O:26])[CH:21]([N:20]([C:29]([O:31][C:32]([CH3:33])([CH3:35])[CH3:34])=[O:30])[CH3:28])[CH:22]([CH3:24])[CH3:23])[C:14]2[S:15][CH:16]=[CH:17][N:18]=2)[CH:8]=[CH:9][C:10]=1[OH:11])([CH3:4])([CH3:2])[CH3:3]. Procedure: To a solution of 2-(3-tert-butyl-4-hydroxylphenyl)-1-(thiazol-2-yl)ethylamine (4.67 g, 16.64 mmol), Boc-N-Me-Val-OH (5.0 g, 21.63 mmol) and CMPI (5.53 g, 21.63 mmol) in THF (110 ml), TEA (5.33 ml, 38.27 mmol) was added under cooling with ice and stirred at room temperature overnight. The reaction mixture was mixed with water and extracted with ethyl acetate. The organic layer was washed with saturated brine, dried over anhydrous magnesium sulfate and evaporated to remove the solvent under reduce...